This data is from the Open Reaction Database (ORD), a public repository of structured organic reaction records. The task is: describe an organic reaction: reactants, conditions, products, and yield Starting materials: O=C1CCC(=O)N1Br, COc1ccc(C)c([N+](=O)[O-])c1, CCOC(C)=O, ClC(Cl)(Cl)Cl. Product: COc1ccc(CBr)c([N+](=O)[O-])c1. Reaction SMILES: [Br:13][N:14]1[C:15](=[O:16])[CH2:17][CH2:18][C:19]1=[O:20].[CH3:1][c:2]1[c:3]([N+:10](=[O:11])[O-:12])[cH:4][c:5]([O:8][CH3:9])[cH:6][cH:7]1.[CH3:26][CH2:27][O:28][C:29]([CH3:30])=[O:31].[Cl:21][C:22]([Cl:23])([Cl:24])[Cl:25]>>[CH2:1]([c:2]1[c:3]([N+:10](=[O:11])[O-:12])[cH:4][c:5]([O:8][CH3:9])[cH:6][cH:7]1)[Br:13]. Starting materials: C(C1=CC=NC=C1)(=S)N (thioisonicotinamide), C(C)(=O)OCC (ethyl acetate), C(C)O (ethanol). The product is CC=1N=C(SC1C(=O)OCC)C1=CC=NC=C1 (ethyl 4-methyl-2-(4-pyridyl)thiazole-5-carboxylate). As a reaction SMILES: [C:1]([NH2:9])(=[S:8])[C:2]1[CH:7]=[CH:6][N:5]=[CH:4][CH:3]=1.[C:10]([O:13][CH2:14][CH3:15])(=[O:12])[CH3:11].[CH2:16](O)[CH3:17]>>[CH3:16][C:17]1[N:9]=[C:1]([C:2]2[CH:7]=[CH:6][N:5]=[CH:4][CH:3]=2)[S:8][C:11]=1[C:10]([O:13][CH2:14][CH3:15])=[O:12]. Procedure: 2.76 g (20 mmol) of thioisonicotinamide and 3.6 g (22 mmol) of ethyl 2-chloroacetacetate were heated under reflux in 30 ml of ethanol for 20 hours. After the treatment with ethyl acetate as the extraction solvent in an ordinary manner, the obtained crude product was purified by the silica gel column chromatography to obtain the title compound.